Dataset: the Open Reaction Database (ORD), a public repository of structured organic reaction records. Task: describe an organic reaction: reactants, conditions, products, and yield The reactants are ClC1=C(C(=O)NC=2C=CC=C3C=C(C=NC23)C(C)O)C(=CC=C1)Cl (8-(2,6-dichlorobenzoylamino)-3-(1-hydroxyethyl)quinoline). The reagents and catalysts are [O-2].[Mn+4].[O-2] (manganese (IV) oxide). The solvent is ClCCl (dichloromethane). Conditions: time 8 hour. Yields the product C(C)(=O)C=1C=NC2=C(C=CC=C2C1)NC(C1=C(C=CC=C1Cl)Cl)=O (3-acetyl-8-(2,6-dichlorobenzoylamino)quinoline). Yield: 18.1%. As a reaction SMILES: [Cl:1][C:2]1[CH:23]=[CH:22][CH:21]=[C:20]([Cl:24])[C:3]=1[C:4]([NH:6][C:7]1[CH:8]=[CH:9][CH:10]=[C:11]2[C:16]=1[N:15]=[CH:14][C:13]([CH:17]([OH:19])[CH3:18])=[CH:12]2)=[O:5]>ClCCl.[O-2].[Mn+4].[O-2]>[C:17]([C:13]1[CH:14]=[N:15][C:16]2[C:11]([CH:12]=1)=[CH:10][CH:9]=[CH:8][C:7]=2[NH:6][C:4](=[O:5])[C:3]1[C:20]([Cl:24])=[CH:21][CH:22]=[CH:23][C:2]=1[Cl:1])(=[O:19])[CH3:18] |f:2.3.4|. Procedure details: To a solution of 8-(2,6-dichlorobenzoylamino)-3-(1-hydroxyethyl)quinoline (562 mg) in dichloromethane (20 ml) was added manganese (IV) oxide (2.71 g), and the mixture was stirred at ambient temperature overnight. Insoluble material was filtered off, and the filtrate was concentrated in vacuo. The residue was crystallized from ethanol to give 3-acetyl-8-(2,6-dichlorobenzoylamino)quinoline (101 mg). As a reaction SMILES: [C:1]([CH2:3][NH:4][C:5](=[O:35])[C@@H:6]([O:11][C@@H:12]([C:19]1[CH:24]=[CH:23][C:22]([CH:25]2[CH2:30][CH2:29][N:28]([CH2:31][CH2:32][O:33][CH3:34])[CH2:27][CH2:26]2)=[CH:21][CH:20]=1)[C:13]1[CH:18]=[CH:17][CH:16]=[CH:15][CH:14]=1)[CH2:7][CH:8]([CH3:10])[CH3:9])#[N:2].CO.CC(C)=[O:40]>>[C:1]([CH2:3][NH:4][C:5](=[O:35])[C@@H:6]([O:11][C@@H:12]([C:19]1[CH:24]=[CH:23][C:22]([CH:25]2[CH2:30][CH2:29][N+:28]([CH2:31][CH2:32][O:33][CH3:34])([O-:40])[CH2:27][CH2:26]2)=[CH:21][CH:20]=1)[C:13]1[CH:18]=[CH:17][CH:16]=[CH:15][CH:14]=1)[CH2:7][CH:8]([CH3:10])[CH3:9])#[N:2] |f:1.2|. Yields the product C(#N)CNC([C@H](CC(C)C)O[C@H](C1=CC=CC=C1)C1=CC=C(C=C1)C1CC[N+](CC1)([O-])CCOC)=O ((2S)-N-(cyanomethyl)-2-{[(R)-{4-[1-(2-methoxyethyl)-1-oxidopiperidin-4-yl]phenyl}(phenyl)methyl]oxy}-4-methylpentanamide). Procedure details: Using the same procedure as described for example 40, (2S)-N-(cyanomethyl)-2-{[(R)-{4-[1-(2-methoxyethyl)piperidin-4-yl]phenyl}(phenyl)methyl]oxy}-4-methylpentanamide (75 mg, 0.157 mmol) was oxidized to give the title compound after chromatography with 50% methanol/acetone. Starting materials: CO.CC(=O)C (methanol acetone), C(#N)CNC([C@H](CC(C)C)O[C@H](C1=CC=CC=C1)C1=CC=C(C=C1)C1CCN(CC1)CCOC)=O ((2S)-N-(cyanomethyl)-2-{[(R)-{4-[1-(2-methoxyethyl)piperidin-4-yl]phenyl}(phenyl)methyl]oxy}-4-methylpentanamide). The reactants are [OH-].[Na+] (Sodiumhydroxide), ClC=1C=CC(=C(C1)/C=C(/C=O)\C)O ((E)-3-(5-chloro-2-hydroxyphenyl)-2-methylacrylaldehyde), CC1=CC=C(C=C1)S(=O)(=O)NN (4-methylbenzenesulfonohydrazide). The solvent is C(C)#N (acetonitrile), C(C)#N (Acetonitrile). Reaction conditions: time 3 hour. The product is ClC1=CC(=C(C=C1)O)C1=NNC=C1 (4-chloro-2-(1H-pyrazol-3-yl)phenol). RXN SMILES: [Cl:1][C:2]1[CH:3]=[CH:4][C:5]([OH:13])=[C:6](/[CH:8]=[C:9](\C)/[CH:10]=O)[CH:7]=1.CC1C=CC(S([NH:24][NH2:25])(=O)=O)=CC=1.[OH-].[Na+]>C(#N)C>[Cl:1][C:2]1[CH:3]=[CH:4][C:5]([OH:13])=[C:6]([C:8]2[CH:9]=[CH:10][NH:25][N:24]=2)[CH:7]=1 |f:2.3|. Procedure details: A mixture of (E)-3-(5-chloro-2-hydroxyphenyl)-2-methylacrylaldehyde (40 mg, 0.203 mmol) and 4-methylbenzenesulfonohydrazide (41.7 mg, 0.224 mmol) in Acetonitrile (3 mL) were stirred at room temperature for 3 h and then acetonitrile (2 mL), Sodiumhydroxide (8.95 mg, 0.224 mmol) were added and the mixture was heated at reflux for 16 h. Product was used for further reaction without purification. Reactants: BrBr (Bromine), C(C)N(CC)CC1=CC=CC(=N1)NC(=O)NC=1N=C(SC1)C1=CC=NC=C1 (1-(6-diethylaminomethyl-pyridin-2-yl)-3-(2-pyridin-4-yl-thiazol-4-yl)urea). The solvent is CO (MeOH). Run at time 1 hour. Product: BrC1=C(N=C(S1)C1=CC=NC=C1)NC(=O)NC1=NC(=CC=C1)CN(CC)CC (1-[5-Bromo-2-(pyridin-4-yl)thiazol-4-yl)-3-(6-diethylaminomethyl-pyridin-2-yl)urea). RXN SMILES: [Br:1]Br.[CH2:3]([N:5]([CH2:8][C:9]1[N:14]=[C:13]([NH:15][C:16]([NH:18][C:19]2[N:20]=[C:21]([C:24]3[CH:29]=[CH:28][N:27]=[CH:26][CH:25]=3)[S:22][CH:23]=2)=[O:17])[CH:12]=[CH:11][CH:10]=1)[CH2:6][CH3:7])[CH3:4]>CO>[Br:1][C:23]1[S:22][C:21]([C:24]2[CH:29]=[CH:28][N:27]=[CH:26][CH:25]=2)=[N:20][C:19]=1[NH:18][C:16]([NH:15][C:13]1[CH:12]=[CH:11][CH:10]=[C:9]([CH2:8][N:5]([CH2:6][CH3:7])[CH2:3][CH3:4])[N:14]=1)=[O:17]. Procedure details: Bromine (46 μL, 0.90 mmol) was added to a solution of 1-(6-diethylaminomethyl-pyridin-2-yl)-3-(2-pyridin-4-yl-thiazol-4-yl)urea (190 mg, 0.45 mmol, Example 117) in MeOH (8 mL) and the resulting solution was stirred at RT for 1 h. The reaction was quenched with saturated sodium bisulfite solution and concentrated in vacuo. The residue was dissolved in CHCl3/IpOH (3/1, 10 mL) and washed with H2O (3×10 mL) followed by 1N NaOH solution (10 mL). The organics were combined, dried over Na2SO4, and conc... The reactants are C(C1=CC=CC=C1)SC1=NC=NC2=C1N=C(N=C2N2CCS(CC2)=O)Cl (8-benzylthio-2-chloro-4-(1-oxido-thiomorpholino)-pyrimido[5,4-d]pyrimidine), N1C=NC=C1 (imidazole). The solvent is O1CCOCC1 (dioxane). Yields the product C(C1=CC=CC=C1)SC1=NC=NC2=C1N=C(N=C2N2CCS(CC2)=O)C=2NC=CN2 (8-Benzylthio-2-imidazolyl-4-(1-oxido-thiomorpholino)pyrimido[5,4-d]pyrimidine). As a reaction SMILES: [CH2:1]([S:8][C:9]1[C:14]2[N:15]=[C:16](Cl)[N:17]=[C:18]([N:19]3[CH2:24][CH2:23][S:22](=[O:25])[CH2:21][CH2:20]3)[C:13]=2[N:12]=[CH:11][N:10]=1)[C:2]1[CH:7]=[CH:6][CH:5]=[CH:4][CH:3]=1.[NH:27]1[CH:31]=[CH:30][N:29]=[CH:28]1>O1CCOCC1>[CH2:1]([S:8][C:9]1[C:14]2[N:15]=[C:16]([C:28]3[NH:27][CH:31]=[CH:30][N:29]=3)[N:17]=[C:18]([N:19]3[CH2:24][CH2:23][S:22](=[O:25])[CH2:21][CH2:20]3)[C:13]=2[N:12]=[CH:11][N:10]=1)[C:2]1[CH:7]=[CH:6][CH:5]=[CH:4][CH:3]=1. Procedure details: This compound was prepared analogous to Example 1 from 8-benzylthio-2-chloro-4-(1-oxido-thiomorpholino)-pyrimido[5,4-d]pyrimidine and imidazole by refluxing for six hours in dioxane. Reactants: OCC1NCCC1 (2-hydroxymethylpyrrolidine), N1[C@H](C(=O)O)CCC1 (proline), CC1CNCC(N1)C (3,5-dimethylpiperazine), CC1NCCC1 (2-methylpyrrolidine), COCC1NCCC1 (2-methoxymethylpyrrolidine). Yields the product COCCNCCOC (bis-(2-methoxyethyl)amine). RXN SMILES: [OH:1][CH2:2]C1CCCN1.CC1CCCN1.[CH3:14][O:15][CH2:16][CH:17]1C[CH2:20][CH2:19][NH:18]1.N1CCC[C@H]1C(O)=O.CC1NC(C)CNC1>>[CH3:2][O:1][CH2:20][CH2:19][NH:18][CH2:17][CH2:16][O:15][CH3:14]. Procedure details: Following the procedure described above, but substituting pyrrolidine with 2-hydroxymethylpyrrolidine, 2-methylpyrrolidine, 2-methoxymethylpyrrolidine, proline, 3,5-dimethylpiperazine, an bis-(2-methoxyethyl)amine provide: The reactants are ClC=1C=C2C=3C=CN=CC3NC2=C(C1)NC(=O)C1N(CC(OC1)(C)C)CC(C(C)C)N (4-(2-Amino-3-methyl-butyl)-6,6-dimethyl-morpholine-3-carboxylic acid (6-chloro-9H-β-carbolin-8-yl)-amide), C(C)(=O)[O-].[NH4+] (ammonium acetate). Yields the product ClC=1C=C2C=3C=CN=CC3NC2=C(C1)NC(=O)[C@H]1N(CC(OC1)(C)C)C[C@H](C(C)C)NC(=O)C1COCC1 (6,6-Dimethyl-4-{3-methyl-2-(S)-[(tetrahydro-furan-3-carbonyl)-amino]-butyl}-morpholine-3-(S)-carboxylic acid (6-chloro-9H-b-carbolin-8-yl)-amide). Reaction SMILES: [Cl:1][C:2]1[CH:3]=[C:4]2[C:12](=[C:13]([NH:15][C:16]([CH:18]3[CH2:23][O:22][C:21]([CH3:25])([CH3:24])[CH2:20][N:19]3[CH2:26][CH:27]([NH2:31])[CH:28]([CH3:30])[CH3:29])=[O:17])[CH:14]=1)[NH:11][C:10]1[CH:9]=[N:8][CH:7]=[CH:6][C:5]2=1.[C:32]([O-:35])(=O)[CH3:33].[NH4+]>>[Cl:1][C:2]1[CH:3]=[C:4]2[C:12](=[C:13]([NH:15][C:16]([C@@H:18]3[CH2:23][O:22][C:21]([CH3:24])([CH3:25])[CH2:20][N:19]3[CH2:26][C@@H:27]([NH:31][C:16]([CH:18]3[CH2:33][CH2:32][O:35][CH2:23]3)=[O:17])[CH:28]([CH3:29])[CH3:30])=[O:17])[CH:14]=1)[NH:11][C:10]1[CH:9]=[N:8][CH:7]=[CH:6][C:5]2=1 |f:1.2|. Procedure details: The desired compound was prepared following Method E from Intermediate 61 and the appropriate acid. 1H-NMR (300 MHz, methyl-d3 alcohol-d): δ 0.87 (m, 6H), 1.25 (d, 3H), 1.37 (d, 3H), 1.81 (m, 1H), 2.10-2.47 (m, 4H), 2.93 (m, 2H), 3.10 (m, 1H), 3.26 (m, 1H), 3.80 (m, 1H), 3.86-4.07 (m, 6H), 7.86 (d, 1H), 8.10 (m, 2H), 8.32 (d, 1H), 8.89 (s, 1H). Retention Time (LC, method: ammonium acetate standard): 1.73 min. MS (M+H+): 542.